Dataset: the Open Reaction Database (ORD), a public repository of structured organic reaction records. Task: describe an organic reaction: reactants, conditions, products, and yield Starting materials: O=c1c(-n2ccnn2)c[nH]n1-c1cc(Cl)ncn1, Cl, Cl, O=C(O)C1CNC1, [Na+], [OH-], O. Yields the product O=C(O)C1CN(c2cc(-n3[nH]cc(-n4ccnn4)c3=O)ncn2)C1. Reaction SMILES: [Cl:10][c:11]1[cH:12][c:13](-[n:17]2[nH:18][cH:19][c:20](-[n:23]3[n:24][n:25][cH:26][cH:27]3)[c:21]2=[O:22])[n:14][cH:15][n:16]1.[ClH:1].[ClH:9].[NH:2]1[CH2:3][CH:4]([C:6](=[O:7])[OH:8])[CH2:5]1.[Na+:29].[OH-:28].[OH2:30]>>[N:2]1([c:11]2[cH:12][c:13](-[n:17]3[nH:18][cH:19][c:20](-[n:23]4[n:24][n:25][cH:26][cH:27]4)[c:21]3=[O:22])[n:14][cH:15][n:16]2)[CH2:3][CH:4]([C:6](=[O:7])[OH:8])[CH2:5]1. Reactants: NC1=NC=CC(=C1)C1=C(C=CC(=C1)Cl)O (2-(2-aminopyridin-4-yl)-4-chlorophenol), ClC=1C(=CC(=C(C1)S(=O)(=O)N(C=1SC=NN1)CC1=C(C=C(C=C1)OC)OC)F)F (5-chloro-N-(2,4-dimethoxybenzyl)-2,4-difluoro-N-1,3,4-thiadiazol-2-ylbenzenesulfonamide). The product is NC1=NC=CC(=C1)C1=C(OC2=CC(=C(C=C2Cl)S(=O)(=O)NC=2SC=NN2)F)C=CC(=C1)Cl (4-[2-(2-aminopyridin-4-yl)-4-chlorophenoxy]-5-chloro-2-fluoro-N-1,3,4-thiadiazol-2-ylbenzenesulfonamide). As a reaction SMILES: [NH2:1][C:2]1[CH:7]=[C:6]([C:8]2[CH:13]=[C:12]([Cl:14])[CH:11]=[CH:10][C:9]=2[OH:15])[CH:5]=[CH:4][N:3]=1.[Cl:16][C:17]1[C:18](F)=[CH:19][C:20]([F:43])=[C:21]([S:23]([N:26](CC2C=CC(OC)=CC=2OC)[C:27]2[S:28][CH:29]=[N:30][N:31]=2)(=[O:25])=[O:24])[CH:22]=1>>[NH2:1][C:2]1[CH:7]=[C:6]([C:8]2[CH:13]=[C:12]([Cl:14])[CH:11]=[CH:10][C:9]=2[O:15][C:18]2[C:17]([Cl:16])=[CH:22][C:21]([S:23]([NH:26][C:27]3[S:28][CH:29]=[N:30][N:31]=3)(=[O:24])=[O:25])=[C:20]([F:43])[CH:19]=2)[CH:5]=[CH:4][N:3]=1. Procedure: The title compound was prepared from 2-(2-aminopyridin-4-yl)-4-chlorophenol, (Preparation 721) and 5-chloro-N-(2,4-dimethoxybenzyl)-2,4-difluoro-N-1,3,4-thiadiazol-2-ylbenzenesulfonamide (Preparation 247) using a method analogous to that used in Preparation 669. Purification by semi-preparative HPLC using 15-100% MeOH/H2O yielded the title compound.